This data is from the Open Reaction Database (ORD), a public repository of structured organic reaction records. The task is: describe an organic reaction: reactants, conditions, products, and yield Reactants: CN1CCC2(C(N=CS2)C(=O)OCC)CC1 (ethyl 8-methyl-1-thia-3,8-diazaspiro-[4.5]dec-2-ene-4-carboxylate), Cl (hydrochloric acid), C (charcoal). Yields the product Cl.Cl.NC(C(=O)O)C1(CCN(CC1)C)S (alpha-amino-4-mercapto-1-methyl-4-piperidine-acetic acid dihydrochloride). Yield: 81.0%. Reaction SMILES: [CH3:1][N:2]1[CH2:16][CH2:15][C:5]2([S:9]C=[N:7][CH:6]2[C:10]([O:12]CC)=[O:11])[CH2:4][CH2:3]1.C.[ClH:18]>>[ClH:18].[ClH:18].[NH2:7][CH:6]([C:5]1([SH:9])[CH2:4][CH2:3][N:2]([CH3:1])[CH2:16][CH2:15]1)[C:10]([OH:12])=[O:11] |f:3.4.5|. Reported procedure: A solution of 113 g (0.466 mole) of ethyl 8-methyl-1-thia-3,8-diazaspiro-[4.5]dec-2-ene-4-carboxylate in 5 liters of approximately 6 N hydrochloric acid is heated under reflux for 4 hours. The solution is decolorized with activated charcoal and evaporated to dryness. Traces of water are eliminated by entrainment with benzene and isopropanol. The residue is then dissolved in 1.5 liter of ethanol, concentrated to a volume of approximately 400 ml and allowed to crystallize. In this way, 104.7 g of ...